This data is from the Open Reaction Database (ORD), a public repository of structured organic reaction records. The task is: describe an organic reaction: reactants, conditions, products, and yield Reactants: BrC1=CC=CC(=N1)C(C)=O (1-(6-bromo-pyridin-2-yl)-ethanone), C(CO)O (ethylene glycol), COC(OC)OC (trimethylorthoformate), N#N (N2), LiBF4, C(=O)([O-])[O-].[Na+].[Na+] (Na2CO3). Reaction conditions: temperature 95 celsius. The product is BrC1=NC(=CC=C1)C1(OCCO1)C (2-Bromo-6-(2-methyl-[1,3]dioxolan-2-yl)-pyridine). Reaction SMILES: N#N.[Br:3][C:4]1[N:9]=[C:8]([C:10](=[O:12])[CH3:11])[CH:7]=[CH:6][CH:5]=1.[CH2:13](O)[CH2:14][OH:15].COC(OC)OC.C([O-])([O-])=O.[Na+].[Na+]>>[Br:3][C:4]1[CH:5]=[CH:6][CH:7]=[C:8]([C:10]2([CH3:11])[O:15][CH2:14][CH2:13][O:12]2)[N:9]=1 |f:4.5.6|. Reported procedure: In a flame dried round-bottomed flask equipped with a magnetic stir bar and under inert atmosphere (N2), a solution of 1-(6-bromo-pyridin-2-yl)-ethanone (1880 mg, 9.40 mmol) in ethylene glycol (10.00 mL, 179.32 mmol) was treated with trimethylorthoformate (2.10 mL, 19.16 mmol) followed by LiBF4 (180 mg, 1.88 mmol). The reaction mixture was heated at 95° C. for 5 h. Sat. aq. Na2CO3 was added and the mixture was extracted twice with ether and the combined organic extracts were dried over Na2SO4, f... The reactants are BrC=1C=C2C(=NC1)N(C(=N2)N)CC2=CC(=C(C=C2)OCC2=CC=C(C=C2)OC)OC (6-bromo-3-(3-methoxy-4-(4-methoxybenzyloxyl)benzyl)-3H-imidazo[4,5-b]pyridin-2-amine), CN1N=CC(=C1)B1OC(C(O1)(C)C)(C)C (1-methyl-4-(4,4,5,5-tetramethyl-1,3,2-dioxaborolan-2-yl)-1H-pyrazole), [O-]P(=O)([O-])[O-].[K+].[K+].[K+] (potassium phosphate tribasic). Yields the product COC=1C=C(CN2C(=NC=3C2=NC=C(C3)C=3C=NN(C3)C)N)C=CC1OCC1=CC=C(C=C1)OC (3-(3-Methoxy-4-((4-methoxybenzyl)oxy)benzyl)-6-(1-methyl-1H-pyrazol-4-yl)-3H-imidazo[4,5-b]pyridin-2-amine). Run at temperature 125 celsius, time 15 minute. Reaction SMILES: Br[C:2]1[CH:3]=[C:4]2[N:10]=[C:9]([NH2:11])[N:8]([CH2:12][C:13]3[CH:18]=[CH:17][C:16]([O:19][CH2:20][C:21]4[CH:26]=[CH:25][C:24]([O:27][CH3:28])=[CH:23][CH:22]=4)=[C:15]([O:29][CH3:30])[CH:14]=3)[C:5]2=[N:6][CH:7]=1.[CH3:31][N:32]1[CH:36]=[C:35](B2OC(C)(C)C(C)(C)O2)[CH:34]=[N:33]1.[O-]P([O-])([O-])=O.[K+].[K+].[K+]>O1CCOCC1.O.C([O-])(=O)C.[Pd+2].C([O-])(=O)C.C1(P(C2CCCCC2)C2CCCCC2)CCCCC1>[CH3:30][O:29][C:15]1[CH:14]=[C:13]([CH:18]=[CH:17][C:16]=1[O:19][CH2:20][C:21]1[CH:22]=[CH:23][C:24]([O:27][CH3:28])=[CH:25][CH:26]=1)[CH2:12][N:8]1[C:5]2=[N:6][CH:7]=[C:2]([C:35]3[CH:34]=[N:33][N:32]([CH3:31])[CH:36]=3)[CH:3]=[C:4]2[N:10]=[C:9]1[NH2:11] |f:2.3.4.5,8.9.10|. Procedure details: To a stirred solution of 6-bromo-3-(3-methoxy-4-(4-methoxybenzyloxyl)benzyl)-3H-imidazo[4,5-b]pyridin-2-amine (0.25 g, 0.53 mmol) in 1,4-dioxane (10 mL) and water (4 mL) was added 1-methyl-4-(4,4,5,5-tetramethyl-1,3,2-dioxaborolan-2-yl)-1H-pyrazole (0.14 g, 0.66 mmol), potassium phosphate tribasic (0.39 g, 1.84 mmol), tricyclohexylphosphine (0.015 g, 0.052 mmol), palladium(II) acetate (0.005 g, 0.026 mmol). The reaction mixture heated to 125° C. in a microwave reactor. After 15 min, the reaction... The reagents and catalysts are C(C)(=O)[O-].[Pd+2].C(C)(=O)[O-] (palladium(II) acetate), C1(CCCCC1)P(C1CCCCC1)C1CCCCC1 (tricyclohexylphosphine). Isolated yield 144.4%. Solvent: O (water), O1CCOCC1 (1,4-dioxane), O (water). The reactants are NC1=NC2=CC=C(C=C2C1(O)C1=C(C=CC=C1)Cl)Cl (2-Amino-5-chloro-3-(o-chlorophenyl)-3H-indol-3-ol), Br (hydrobromide), BrCCCCBr (1,4-dibromobutane). Product: ClC1=CC=2C(C=3N(C2C=C1)CCCCN3)(O)C3=C(C=CC=C3)Cl (9-Chloro-11-(o-chlorophenyl)-2,4,5,11-tetrahydro-3H-1,3-diazepino[1,2-a]indol-11-ol). Yield: 24.1%. Reaction SMILES: [NH2:1][C:2]1[C:10]([C:12]2[CH:17]=[CH:16][CH:15]=[CH:14][C:13]=2[Cl:18])([OH:11])[C:9]2[C:4](=[CH:5][CH:6]=[C:7]([Cl:19])[CH:8]=2)[N:3]=1.Br[CH2:21][CH2:22][CH2:23][CH2:24]Br.Br>>[Cl:19][C:7]1[CH:6]=[CH:5][C:4]2[N:3]3[CH2:21][CH2:22][CH2:23][CH2:24][N:1]=[C:2]3[C:10]([C:12]3[CH:17]=[CH:16][CH:15]=[CH:14][C:13]=3[Cl:18])([OH:11])[C:9]=2[CH:8]=1. Procedure details: 2-Amino-5-chloro-3-(o-chlorophenyl)-3H-indol-3-ol (5.86 g) was heated under reflux with 1,4-dibromobutane (4.32 g) for 18 hours. On cooling the hydrobromide of the title compound (1.67 g) was deposited m.p. 295°-300°C (decomp.). Starting materials: CCOC(=O)Cc1cncc(-c2ccc(C(F)(F)F)cc2CN(CC)C(=O)Cc2ccc(Cl)nc2)c1, C1CCOC1, Cl, [Li+], [OH-]. RXN SMILES: [CH2:1]([CH3:2])[O:3][C:4]([CH2:5][c:6]1[cH:7][n:8][cH:9][c:10](-[c:12]2[c:13]([CH2:22][N:23]([CH2:24][CH3:25])[C:26]([CH2:27][c:28]3[cH:29][n:30][c:31]([Cl:34])[cH:32][cH:33]3)=[O:35])[cH:14][c:15]([C:18]([F:19])([F:20])[F:21])[cH:16][cH:17]2)[cH:11]1)=[O:36].[CH2:40]1[O:41][CH2:42][CH2:43][CH2:44]1.[ClH:39].[Li+:38].[OH-:37]>>[O:3]=[C:4]([CH2:5][c:6]1[cH:7][n:8][cH:9][c:10](-[c:12]2[c:13]([CH2:22][N:23]([CH2:24][CH3:25])[C:26]([CH2:27][c:28]3[cH:29][n:30][c:31]([Cl:34])[cH:32][cH:33]3)=[O:35])[cH:14][c:15]([C:18]([F:19])([F:20])[F:21])[cH:16][cH:17]2)[cH:11]1)[OH:36]. The product is CCN(Cc1cc(C(F)(F)F)ccc1-c1cncc(CC(=O)O)c1)C(=O)Cc1ccc(Cl)nc1. Starting materials: ClC1=C(C=C(C=C1)NC(=O)NC1=CC=CC=C1)C=1C(N(C2=CC(=NC=C2C1)NC)CC)=O (1-(4-chloro-3-(1-ethyl-7-(methylamino)-2-oxo-1,2-dihydro-1,6-naphthyridin-3-yl)phenyl)-3-phenylurea), O (water), CC#N (MeCN), CS(=O)(=O)O (methanesulfonic acid). The solvent is CCOC(=O)C (EtOAc). The product is CS(=O)(=O)O.ClC1=C(C=C(C=C1)NC(=O)NC1=CC=CC=C1)C=1C(N(C2=CC(=NC=C2C1)NC)CC)=O (1-(4-chloro-3-(1-ethyl-7-(methylamino)-2-oxo-1,2-dihydro-1,6-naphthyridin-3-yl)phenyl)-3-phenylurea methanesulfonate). The yield is 85.2%. RXN SMILES: [Cl:1][C:2]1[CH:7]=[CH:6][C:5]([NH:8][C:9]([NH:11][C:12]2[CH:17]=[CH:16][CH:15]=[CH:14][CH:13]=2)=[O:10])=[CH:4][C:3]=1[C:18]1[C:19](=[O:32])[N:20]([CH2:30][CH3:31])[C:21]2[C:26]([CH:27]=1)=[CH:25][N:24]=[C:23]([NH:28][CH3:29])[CH:22]=2.CC#N.[CH3:36][S:37]([OH:40])(=[O:39])=[O:38].O>CCOC(C)=O>[CH3:36][S:37]([OH:40])(=[O:39])=[O:38].[Cl:1][C:2]1[CH:7]=[CH:6][C:5]([NH:8][C:9]([NH:11][C:12]2[CH:13]=[CH:14][CH:15]=[CH:16][CH:17]=2)=[O:10])=[CH:4][C:3]=1[C:18]1[C:19](=[O:32])[N:20]([CH2:30][CH3:31])[C:21]2[C:26]([CH:27]=1)=[CH:25][N:24]=[C:23]([NH:28][CH3:29])[CH:22]=2 |f:5.6|. Procedure details: A suspension of 1-(4-chloro-3-(1-ethyl-7-(methylamino)-2-oxo-1,2-dihydro-1,6-naphthyridin-3-yl)phenyl)-3-phenylurea (0.166 g, 0.371 mmol) in refluxing MeCN (5 mL) was treated with methanesulfonic acid (0.026 mL, 0.408 mmol), cooled to RT, treated with water, frozen and lyophilized. The resulting material was treated with EtOAc, sonicated and collected via filtration to afford 1-(4-chloro-3-(1-ethyl-7-(methylamino)-2-oxo-1,2-dihydro-1,6-naphthyridin-3-yl)phenyl)-3-phenylurea methanesulfonate (172... Reactants: FC=1C=C(C=C(C1)F)CC(=O)N[C@@H](C)C(=O)O (N-(3,5-Difluorophenylacetyl)-L-alanine), Cl.NN1C2=C(C3=C(C(C1=O)CC(C)C)C=CC=C3)C=CC=C2 (5-amino-7-(2-methylpropyl)-5,7-dihydro-6H-dibenz[b,d]azepin-6-one hydrochloride). Product: FC=1C=C(C=C(C1)F)CC(=O)N[C@@H](C)C(=O)NN1C2=C(C3=C(C(C1=O)CC(C)C)C=CC=C3)C=CC=C2 (5-[N′-(3,5-Difluorophenylacetyl)-L-alaninyl]amino-7-(2-methylpropyl)-5,7-dihydro-6H-dibenz[b,d]azepin-6-one). As a reaction SMILES: [F:1][C:2]1[CH:3]=[C:4]([CH2:9][C:10]([NH:12][C@H:13]([C:15]([OH:17])=O)[CH3:14])=[O:11])[CH:5]=[C:6]([F:8])[CH:7]=1.Cl.[NH2:19][N:20]1[C:26](=[O:27])[CH:25]([CH2:28][CH:29]([CH3:31])[CH3:30])[C:24]2[CH:32]=[CH:33][CH:34]=[CH:35][C:23]=2[C:22]2[CH:36]=[CH:37][CH:38]=[CH:39][C:21]1=2>>[F:8][C:6]1[CH:5]=[C:4]([CH2:9][C:10]([NH:12][C@H:13]([C:15]([NH:19][N:20]2[C:26](=[O:27])[CH:25]([CH2:28][CH:29]([CH3:31])[CH3:30])[C:24]3[CH:32]=[CH:33][CH:34]=[CH:35][C:23]=3[C:22]3[CH:36]=[CH:37][CH:38]=[CH:39][C:21]2=3)=[O:17])[CH3:14])=[O:11])[CH:3]=[C:2]([F:1])[CH:7]=1 |f:1.2|. Procedure details: Following General Procedure D above using N-(3,5-difluorophenylacetyl)-L-alanine (Example B) and 5-amino-7-(2-methylpropyl)-5,7-dihydro-6H-dibenz[b,d]azepin-6-one hydrochloride (Example 7-F), the title compound was prepared as a colorless solid. The product was purified by flash chromatography using 99:1 CHCl3/MeOH. Starting materials: BrC1=CC=C(C=C1)OC (4-bromoanisole), ClC1=CC=C(C=C1)O (4-chlorophenol), C(=O)([O-])[O-].[K+].[K+] (K2CO3). The reagents and catalysts are [Cu] (copper bronze). Solvent: C(Cl)Cl (methylene chloride). Reaction conditions: temperature 210 celsius, time 2 hour. The product is COC1=CC=C(C=C1)OC2=CC=C(C=C2)Cl (4-Methoxy-4'-chlorodiphenyl ether), solid. Isolated yield 44.0%. As a reaction SMILES: Br[C:2]1[CH:7]=[CH:6][C:5]([O:8][CH3:9])=[CH:4][CH:3]=1.[Cl:10][C:11]1[CH:16]=[CH:15][C:14]([OH:17])=[CH:13][CH:12]=1.C([O-])([O-])=O.[K+].[K+]>C(Cl)Cl.[Cu]>[CH3:9][O:8][C:5]1[CH:6]=[CH:7][C:2]([O:17][C:14]2[CH:15]=[CH:16][C:11]([Cl:10])=[CH:12][CH:13]=2)=[CH:3][CH:4]=1 |f:2.3.4|. Reported procedure: A mixture of 4-bromoanisole (35 ml, 0.28 mol), 4-chlorophenol (43 g, 0.33 mol), anhydrous K2CO3 (13 g, 0.09 mol) and copper bronze (0.38 g, 5.98 mmol) were stirred under a nitrogen atmosphere at 210° C. for 2 hours. After cooling to room temperature, the mixture was dissolved in methylene chloride, extracted two times with 1 N NaOH, dried (MgSO4) and the solvent removed under reduced pressure to give a brown liquid. Excess 4-bromoanisole was removed by distillation under reduced pressure (60°-73... Reactants: C(=O)(O)CCC1CCC2=CC(=CC=C12)[N+](=O)[O-] (2-carboxyethyl-5-nitroindane), C(C)(=O)OC(C)=O (acetic anhydride). Reagents/catalysts: [Ni] (Raney nickel). Run in C(C)(=O)O (acetic acid). Run at time 30 hour. The product is C(C)(=O)NC=1C=C2CCC(C2=CC1)CCC(=O)O (5-Acetamido-2-carboxyethylindane). As a reaction SMILES: [C:1]([CH2:4][CH2:5][CH:6]1[C:14]2[C:9](=[CH:10][C:11]([N+:15]([O-])=O)=[CH:12][CH:13]=2)[CH2:8][CH2:7]1)([OH:3])=[O:2].[C:18](OC(=O)C)(=[O:20])[CH3:19]>[Ni].C(O)(=O)C>[C:18]([NH:15][C:11]1[CH:10]=[C:9]2[C:14](=[CH:13][CH:12]=1)[CH:6]([CH2:5][CH2:4][C:1]([OH:3])=[O:2])[CH2:7][CH2:8]2)(=[O:20])[CH3:19]. Procedure details: A mixture of 2-carboxyethyl-5-nitroindane (34 g, 0.15 mol), Raney nickel (5 g), acetic anhydride (25 mL) and acetic acid (225 mL) was shaken on a Parr hydrogenation apparatus under a hydrogen atmosphere (50 psi) for 30 h. After removing the catalyst, the filtrate was evaporated to give a dark syrup. The residue was purified by column chromatography (3:2 hexane:EtOAc).